Dataset: the Open Reaction Database (ORD), a public repository of structured organic reaction records. Task: describe an organic reaction: reactants, conditions, products, and yield Reactants: ice water, C([O-])([O-])=O.[K+].[K+] (Potassium carbonate), ClC=1C=C(C(C=O)=C(C1)Cl)O (4,6-dichlorosalicylaldehyde), C(C1=CC=CC=C1)Br (benzyl bromide). The solvent is CN(C=O)C (dimethylformamide). Run at time 30 minute. Yields the product ClC1=C(C=O)C(=CC(=C1)Cl)OCC1=CC=CC=C1 (2,4-Dichloro-6-phenylmethoxybenzaldehyde). Yield: 100.1%. RXN SMILES: C(=O)([O-])[O-].[K+].[K+].[Cl:7][C:8]1[CH:9]=[C:10]([OH:17])[C:11](=[C:14]([Cl:16])[CH:15]=1)[CH:12]=[O:13].[CH2:18](Br)[C:19]1[CH:24]=[CH:23][CH:22]=[CH:21][CH:20]=1>CN(C)C=O>[Cl:16][C:14]1[CH:15]=[C:8]([Cl:7])[CH:9]=[C:10]([O:17][CH2:18][C:19]2[CH:24]=[CH:23][CH:22]=[CH:21][CH:20]=2)[C:11]=1[CH:12]=[O:13] |f:0.1.2|. Reported procedure: Potassium carbonate (9.4 g, 67.8 mmole) was added to a stirred solution of 4,6-dichlorosalicylaldehyde (10.8 g, 56.5 mmole) in dimethylformamide (80 ml). The resulting mixture was stirred at 60° for 30 minutes and treated with benzyl bromide (10.6 g, 62.1 mmole). This mixture was stirred one hour at 60° C. and then poured into ice water (1000 ml) to give the title compound (15.9 g, 100%) which melted at 98°-100° C. after recrystallization from hexane. pmr (CDCl3) δ5.10 (2H, s), 7.33 (5H, s), 10.... The reactants are CC(=O)OCC1OC(Oc2n[nH]c(C(C)C)c2Cc2ccc(CCCC(=O)NC(C)(C)C(=O)O)cc2)C(OC(C)=O)C(OC(C)=O)C1OC(C)=O, O=C(OCc1ccccc1)N1CCNCC1, CCN=C=NCCCN(C)C, CN(C)C=O, Cl, O, On1nnc2ccccc21. Yields the product CC(=O)OCC1OC(Oc2n[nH]c(C(C)C)c2Cc2ccc(CCCC(=O)NC(C)(C)C(=O)N3CCN(C(=O)OCc4ccccc4)CC3)cc2)C(OC(C)=O)C(OC(C)=O)C1OC(C)=O. Reaction SMILES: [C:1]([CH3:2])(=[O:3])[O:4][CH:5]1[CH:6]([O:24][c:25]2[n:26][nH:27][c:28]([CH:49]([CH3:50])[CH3:51])[c:29]2[CH2:30][c:31]2[cH:32][cH:33][c:34]([CH2:37][CH2:38][CH2:39][C:40]([NH:41][C:42]([CH3:43])([CH3:44])[C:45](=[O:46])[OH:47])=[O:48])[cH:35][cH:36]2)[O:7][CH:8]([CH2:19][O:20][C:21]([CH3:22])=[O:23])[CH:9]([O:15][C:16]([CH3:17])=[O:18])[CH:10]1[O:11][C:12]([CH3:13])=[O:14].[CH2:52]([c:53]1[cH:54][cH:55][cH:56][cH:57][cH:58]1)[O:59][C:60](=[O:61])[N:62]1[CH2:63][CH2:64][NH:65][CH2:66][CH2:67]1.[CH2:79]([N:80]=[C:81]=[N:82][CH2:83][CH2:84][CH2:85][N:86]([CH3:87])[CH3:88])[CH3:89].[CH3:90][N:91]([CH3:92])[CH:93]=[O:94].[ClH:78].[OH2:95].[OH:68][n:69]1[c:70]2[cH:71][cH:72][cH:73][cH:74][c:75]2[n:76][n:77]1>>[C:1]([CH3:2])(=[O:3])[O:4][CH:5]1[CH:6]([O:24][c:25]2[n:26][nH:27][c:28]([CH:49]([CH3:50])[CH3:51])[c:29]2[CH2:30][c:31]2[cH:32][cH:33][c:34]([CH2:37][CH2:38][CH2:39][C:40]([NH:41][C:42]([CH3:43])([CH3:44])[C:45](=[O:46])[N:65]3[CH2:64][CH2:63][N:62]([C:60]([O:59][CH2:52][c:53]4[cH:54][cH:55][cH:56][cH:57][cH:58]4)=[O:61])[CH2:67][CH2:66]3)=[O:48])[cH:35][cH:36]2)[O:7][CH:8]([CH2:19][O:20][C:21]([CH3:22])=[O:23])[CH:9]([O:15][C:16]([CH3:17])=[O:18])[CH:10]1[O:11][C:12]([CH3:13])=[O:14].